This data is from the Open Reaction Database (ORD), a public repository of structured organic reaction records. The task is: describe an organic reaction: reactants, conditions, products, and yield Starting materials: C(c1ccccc1c1nccs1)=O, CC1=CN=C(C=C1)N, [C-]#[N+]C1CCCCC1. The reagents and catalysts are O=C(O)C(F)(F)F (trifluoroacetic acid). The solvent is CC(C)O (isopropyl alcohol), CC(C)O (isopropylalcohol). Conditions: temperature 22 celsius, time 20 hour. Yields the product Cc1ccc2nc(c3ccccc3c3nccs3)c(NC3CCCCC3)n2c1. Yield: 0.0%. RXN SMILES: CC1=CC=C(N)N=C1.[C-]#[N+]C1CCCCC1.O=CC1=C(C=CC=C1)C1=NC=CS1>>CC1=CN2C(C=C1)=NC(=C2NC1CCCCC1)C1=CC=CC=C1C1=NC=CS1. Reactants: CC(=O)O, Cl, C1COCCO1, CC(C)(C)OC(=O)NC1Cc2ccc(C(=O)Nc3ccccc3)cc2C1. Yields the product Cl, NC1Cc2ccc(C(=O)Nc3ccccc3)cc2C1. As a reaction SMILES: [CH3:34][C:35](=[O:36])[OH:37].[ClH:33].[O:27]1[CH2:28][CH2:29][O:30][CH2:31][CH2:32]1.[c:1]1([NH:7][C:8](=[O:9])[c:10]2[cH:11][c:12]3[c:16]([cH:17][cH:18]2)[CH2:15][CH:14]([NH:19][C:20]([O:21][C:22]([CH3:23])([CH3:24])[CH3:25])=[O:26])[CH2:13]3)[cH:2][cH:3][cH:4][cH:5][cH:6]1>>[ClH:33].[c:1]1([NH:7][C:8](=[O:9])[c:10]2[cH:11][c:12]3[c:16]([cH:17][cH:18]2)[CH2:15][CH:14]([NH2:19])[CH2:13]3)[cH:2][cH:3][cH:4][cH:5][cH:6]1. Product: CC1CCC(Nc2ccccc2)c2nccc(=O)n21. Reactants: [H][H], CC1CCC(Nc2ccccc2)c2ncc(C(=O)O)c(=O)n21, [Na+], [OH-], O. RXN SMILES: [H:25][H:26].[NH:3]([c:4]1[cH:5][cH:6][cH:7][cH:8][cH:9]1)[CH:10]1[CH2:11][CH2:12][CH:13]([CH3:24])[n:14]2[c:15]1[n:16][cH:17][c:18]([C:21]([OH:22])=[O:23])[c:19]2=[O:20].[Na+:2].[OH-:1].[OH2:27]>>[NH:3]([c:4]1[cH:5][cH:6][cH:7][cH:8][cH:9]1)[CH:10]1[CH2:11][CH2:12][CH:13]([CH3:24])[n:14]2[c:15]1[n:16][cH:17][cH:18][c:19]2=[O:20]. Reactants: C(C)(=O)Cl (acetyl chloride), N1=CC=CC=C1 (pyridine), C(C)(=O)Cl (Acetyl chloride), N1=CC=CC=C1 (pyridine), NC1=C(C=C(C=C1F)F)SCC#N ((2-amino-3,5-difluorophenylsulfanyl)acetonitrile). Run in C1CCOC1 (THF), C1CCOC1 (THF), C1CCOC1 (THF). Reaction conditions: temperature 0 celsius, time 15 minute. Yields the product C(#N)CSC1=C(C(=CC(=C1)F)F)NC(C)=O (N-(2-Cyanomethylsulfanyl-4,6-difluoro-phenyl)acetamide). Reaction SMILES: [C:1](Cl)(=[O:3])[CH3:2].N1C=CC=CC=1.[NH2:11][C:12]1[C:17]([F:18])=[CH:16][C:15]([F:19])=[CH:14][C:13]=1[S:20][CH2:21][C:22]#[N:23]>C1COCC1>[C:22]([CH2:21][S:20][C:13]1[CH:14]=[C:15]([F:19])[CH:16]=[C:17]([F:18])[C:12]=1[NH:11][C:1](=[O:3])[CH3:2])#[N:23]. Procedure details: Acetyl chloride (575 μl, 8 mmol) in THF (2 ml) and subsequently pyridine (645 μl, 8 mmol) in THF (2 ml) were added to a stirred solution of (2-amino-3,5-difluorophenylsulfanyl)acetonitrile (1.53 g) in THF (20 ml) at 0° C. The mixture was stirred at 0° C. for 15 min, then at ambient temperature for 1 h. Additional amounts of acetyl chloride (57 μl) and pyridine (65 μl) were added, and stirring was continued for 1 h. Then the solvent was removed in vacuo and the residue was triturated with water (... Reactants: BrCC(=O)C1=NC2=C3N=CC=CC3=CC(=C2C=C1)N (Bromoacetyl-5-amino-1,10-phenanthroline), N (ammonia). Run in CN(C=O)C (dimethylformamide). Run at time 1 hour. The product is NCC(=O)C1=NC2=C3N=CC=CC3=CC(=C2C=C1)N (Glycyl-5-Amino-1,1 0-Phenanthroline). Reaction SMILES: Br[CH2:2][C:3]([C:5]1[CH:18]=[CH:17][C:16]2[C:7](=[C:8]3[C:13](=[CH:14][C:15]=2[NH2:19])[CH:12]=[CH:11][CH:10]=[N:9]3)[N:6]=1)=[O:4].[NH3:20]>CN(C)C=O>[NH2:20][CH2:2][C:3]([C:5]1[CH:18]=[CH:17][C:16]2[C:7](=[C:8]3[C:13](=[CH:14][C:15]=2[NH2:19])[CH:12]=[CH:11][CH:10]=[N:9]3)[N:6]=1)=[O:4]. Procedure details: Bromoacetyl-5-amino-1,10-phenanthroline (4) (Preparation 3; 1.00 g; 3.15 mmol) was dissolved in 50 ml dimethylformamide. Into this solution, was added 0.2 ml concentrated ammonia. The reaction mixture was stirred 1 hr. in the dark. The volume of the reaction mixture then was reduced to 2 ml by evaporation, and the product then was precipitated by addition of 2 ml of ice-cold deionized water. The resulting precipitate was collected by vacuum filtration, was washed with 20 ml ice-cold deionized wa... The reactants are N1CCC1 (Azetidine), ClC=1N=NC(=CC1)Cl (3,6-dichloropyridazine), C(C)(C)N(C(C)C)CC (N,N-diisopropyl-ethylamine). Solvent: C(CC)O (n-propanol). Conditions: time 9 day. Yields the product N1(CCC1)C=1N=NC(=CC1)Cl (3-(azetidin-1-yl)-6-chloropyridazine). The yield is 84.7%. RXN SMILES: [NH:1]1[CH2:4][CH2:3][CH2:2]1.[Cl:5][C:6]1[N:7]=[N:8][C:9](Cl)=[CH:10][CH:11]=1.C(N(CC)C(C)C)(C)C>C(O)CC>[N:1]1([C:9]2[N:8]=[N:7][C:6]([Cl:5])=[CH:11][CH:10]=2)[CH2:4][CH2:3][CH2:2]1. Procedure: Azetidine (250 mg) was added to a stirred solution of 3,6-dichloropyridazine (650 mg) and N,N-diisopropyl-ethylamine (0.9 mL) in n-propanol (10 mL). The mixture was stirred at room temperature for 9 days and then concentrated. The solid residue was partitioned between ethyl acetate (100 mL) and water (10 mL). The organic layer was separated and washed with brine (10 mL), dried (Na2SO4), and concentrated to leave a white solid (627 mg). Chromatography on a 12-g silica gel cartridge (eluted with a...